This data is from the Open Reaction Database (ORD), a public repository of structured organic reaction records. The task is: describe an organic reaction: reactants, conditions, products, and yield Reactants: COS(C)(=O)=O, CCO, Cc1cc(Nc2ccccc2)nc(N)n1. The product is CS(=O)(=O)[O-], Cc1cc(Nc2ccccc2)nc(N)[n+]1C. As a reaction SMILES: [CH3:16][O:17][S:18]([CH3:19])(=[O:20])=[O:21].[CH3:22][CH2:23][OH:24].[c:1]1([NH:7][c:8]2[n:9][c:10]([NH2:15])[n:11][c:12]([CH3:14])[cH:13]2)[cH:2][cH:3][cH:4][cH:5][cH:6]1>>[O:17]=[S:18]([CH3:19])(=[O:20])[O-:21].[c:1]1([NH:7][c:8]2[n:9][c:10]([NH2:15])[n+:11]([CH3:16])[c:12]([CH3:14])[cH:13]2)[cH:2][cH:3][cH:4][cH:5][cH:6]1. The reactants are 2B, O1COC2=C1C=CC(=C2)O (1,3-benzodioxol-5-ol), BrC1=CC=C(C=C1)O (4-bromophenol), C1(CC1)CCN1C(C(C2=CC=CC=C12)=O)=O (1-(2-cyclopropylethyl)-1H-indole-2,3-dione), N1C(=O)C(=O)C2=CC=CC=C12 (isatin). Yields the product BrC=1C=CC(=C(C1)C1(C(NC2=CC=CC=C12)=O)O)O (3-(5-bromo-2-hydroxyphenyl)-3-hydroxy-1,3-dihydro-2H-indol-2-one). RXN SMILES: C1(CC[N:6]2[C:14]3[C:9](=[CH:10][CH:11]=[CH:12][CH:13]=3)[C:8](=[O:15])[C:7]2=[O:16])CC1.N1C2C(=CC=CC=2)C(=O)C1=O.O1C2C=CC(O)=CC=2OC1.[Br:38][C:39]1[CH:44]=[CH:43][C:42]([OH:45])=[CH:41][CH:40]=1>>[Br:38][C:39]1[CH:40]=[CH:41][C:42]([OH:45])=[C:43]([C:8]2([OH:15])[C:9]3[C:14](=[CH:13][CH:12]=[CH:11][CH:10]=3)[NH:6][C:7]2=[O:16])[CH:44]=1. Reported procedure: Following the procedure as described in PREPARATION 2B, and making non-critical variations to replace 1-(2-cyclopropylethyl)-1H-indole-2,3-dione with isatin, 1,3-benzodioxol-5-ol with 4-bromophenol, the title compound was obtained (71%) as a yellowish solid: MS (ES+) m/z 319.4 (M+1), 321.4 (M+1). Starting materials: Cc1cc(C)c(-c2csc(NC(=O)C3Cc4ccccc4N3C(=O)OC(C)(C)C)n2)c(C)c1, CCOC(C)=O, ClCCl, O=C(O)C(F)(F)F. Yields the product Cc1cc(C)c(-c2csc(NC(=O)C3Cc4ccccc4N3)n2)c(C)c1. RXN SMILES: [CH3:1][c:2]1[c:3](-[c:10]2[n:11][c:12]([NH:15][C:16](=[O:17])[CH:18]3[N:19]([C:27]([O:28][C:29]([CH3:30])([CH3:31])[CH3:32])=[O:33])[c:20]4[cH:21][cH:22][cH:23][cH:24][c:25]4[CH2:26]3)[s:13][cH:14]2)[c:4]([CH3:9])[cH:5][c:6]([CH3:8])[cH:7]1.[CH3:44][CH2:45][O:46][C:47](=[O:48])[CH3:49].[Cl:34][CH2:35][Cl:36].[OH:37][C:38]([C:39]([F:40])([F:41])[F:42])=[O:43]>>[CH3:1][c:2]1[c:3](-[c:10]2[n:11][c:12]([NH:15][C:16](=[O:17])[CH:18]3[NH:19][c:20]4[cH:21][cH:22][cH:23][cH:24][c:25]4[CH2:26]3)[s:13][cH:14]2)[c:4]([CH3:9])[cH:5][c:6]([CH3:8])[cH:7]1. The reactants are C(C)O (ethanol), N1=CC=C(C=C1)C(=O)NN (4-pyridinecarboxylic acid hydrazide), BrCCF (1-bromo-2-fluoroethane), [OH-].[K+] (potassium hydroxide). Solvent: O (water), O (water), ClCCl (dichloromethane). Reaction conditions: time 15 minute. Product: FCCN1N=C(OCC1)C1=CC=NC=C1 (4-(2-fluoroethyl)-5,6-dihydro-2-(4-pyridinyl)-4H-1,3,4-oxadiazine). RXN SMILES: [CH2:1](O)[CH3:2].[N:4]1[CH:9]=[CH:8][C:7]([C:10]([NH:12][NH2:13])=[O:11])=[CH:6][CH:5]=1.Br[CH2:15][CH2:16][F:17].[OH-].[K+]>O.ClCCl>[F:17][CH2:16][CH2:15][N:13]1[CH2:2][CH2:1][O:11][C:10]([C:7]2[CH:8]=[CH:9][N:4]=[CH:5][CH:6]=2)=[N:12]1 |f:3.4|. Procedure details: To 60 ml of ethanol in a 250 ml round-bottom flask was added 25 grams of 4-pyridinecarboxylic acid hydrazide and 58 grams of 1-bromo-2-fluoroethane, to prepare a reaction mixture. After stirring the reaction mixture at room temperature for 15 minutes, a solution of 24 grams of potassium hydroxide in 60 ml of water was added dropwise to the reaction mixture. The resulting reaction mixture was heated to reflux for 3 hours. The reaction mixture was then allowed to cool to room temperature. To the c...